Task: describe an organic reaction: reactants, conditions, products, and yield. Dataset: the Open Reaction Database (ORD), a public repository of structured organic reaction records Reactants: C1COCCO1, CCCC[Sn](CCCC)(CCCC)c1cc(C(O)(CC)CC)[nH]n1, COC(=O)C(=O)c1c[nH]c2c(Cl)ncc(OC)c12, c1ccc(P(c2ccccc2)(c2ccccc2)[Pd](P(c2ccccc2)(c2ccccc2)c2ccccc2)(P(c2ccccc2)(c2ccccc2)c2ccccc2)P(c2ccccc2)(c2ccccc2)c2ccccc2)cc1. Product: CCC(O)(CC)c1cc(-c2ncc(OC)c3c(C(=O)C(=O)OC)c[nH]c23)n[nH]1. As a reaction SMILES: [CH2:120]1[O:121][CH2:122][CH2:123][O:124][CH2:125]1.[CH2:19]([Sn:20]([CH2:21][CH2:22][CH2:23][CH3:35])([c:24]1[n:25][nH:26][c:27]([C:29]([CH2:30][CH3:31])([CH2:32][CH3:33])[OH:34])[cH:28]1)[CH2:36][CH2:37][CH2:38][CH3:39])[CH2:40][CH2:41][CH3:42].[Cl:1][c:2]1[n:3][cH:4][c:5]([O:17][CH3:18])[c:6]2[c:7]1[nH:8][cH:9][c:10]2[C:11]([C:12](=[O:13])[O:14][CH3:15])=[O:16].[cH:43]1[cH:44][cH:45][c:46]([P:47]([Pd:48]([P:49]([c:50]2[cH:51][cH:52][cH:53][cH:54][cH:55]2)([c:56]2[cH:57][cH:58][cH:59][cH:60][cH:61]2)[c:62]2[cH:63][cH:64][cH:65][cH:66][cH:67]2)([P:68]([c:69]2[cH:70][cH:71][cH:72][cH:73][cH:74]2)([c:75]2[cH:76][cH:77][cH:78][cH:79][cH:80]2)[c:81]2[cH:82][cH:83][cH:84][cH:85][cH:86]2)[P:87]([c:88]2[cH:89][cH:90][cH:91][cH:92][cH:93]2)([c:94]2[cH:95][cH:96][cH:97][cH:98][cH:99]2)[c:100]2[cH:101][cH:102][cH:103][cH:104][cH:105]2)([c:106]2[cH:107][cH:108][cH:109][cH:110][cH:111]2)[c:112]2[cH:113][cH:114][cH:115][cH:116][cH:117]2)[cH:118][cH:119]1>>[c:2]1(-[c:24]2[n:25][nH:26][c:27]([C:29]([CH2:30][CH3:31])([CH2:32][CH3:33])[OH:34])[cH:28]2)[n:3][cH:4][c:5]([O:17][CH3:18])[c:6]2[c:7]1[nH:8][cH:9][c:10]2[C:11]([C:12](=[O:13])[O:14][CH3:15])=[O:16].